This data is from the Open Reaction Database (ORD), a public repository of structured organic reaction records. The task is: describe an organic reaction: reactants, conditions, products, and yield Starting materials: N1N=NC2=C1C=CC=C2 (benzotriazole), C1(=CC=CC=C1)C (toluene), FC(C1=CC=C(N)C=C1)(F)F (4-(trifluoromethyl)aniline), C1(=CC=CC=C1)C (toluene), C(CC)=O (propionaldehyde), C1(=CC=CC=C1)C (toluene). The solvent is CCCCCCC (n-heptane). Reaction conditions: time 24 hour. Product: N1(N=NC2=C1C=CC=C2)C(CC)NC2=CC=C(C=C2)C(F)(F)F ((1-Benzotriazol-1-yl-propyl)-(4-trifluoromethyl-phenyl)-amine), needles. Isolated yield 82.0%. RXN SMILES: [NH:1]1[C:5]2[CH:6]=[CH:7][CH:8]=[CH:9][C:4]=2[N:3]=[N:2]1.[C:10]1(C)[CH:15]=CC=C[CH:11]=1.[F:17][C:18]([F:27])([F:26])[C:19]1[CH:25]=[CH:24][C:22]([NH2:23])=[CH:21][CH:20]=1.C(=O)CC>CCCCCCC>[N:1]1([CH:11]([NH:23][C:22]2[CH:24]=[CH:25][C:19]([C:18]([F:26])([F:27])[F:17])=[CH:20][CH:21]=2)[CH2:10][CH3:15])[C:5]2[CH:6]=[CH:7][CH:8]=[CH:9][C:4]=2[N:3]=[N:2]1. Procedure details: A two liter, four neck flask under nitrogen atmosphere was charged with benzotriazole (36.96 g, 310 mmol, 1.0 equiv) and dry toluene (400 mL). A room temperature solution of 4-(trifluoromethyl)aniline (39.1 mL, 310 mmol, 1.0 equiv) and 50 mL toluene was added over one minute. A room temperature solution of propionaldehyde (24.6 mL, 341 mmol, 1.1 equiv) and 50 mL toluene was then added over 20 minutes. There was an exotherm from 23° C. to 30° C. during this addition. After stirring 24 h, n-heptan... The reactants are C(C)(C)(C)OC(=O)N[C@@H]1[C@@H](CCC1)OC(C1=CC=C(C=C1)[N+](=O)[O-])=O (cis-2-(tert-butoxycarbonyl)amino-1-(4-nitrobenzoyloxy)cyclopentane), CO.O (methanol water), C([O-])([O-])=O.[K+].[K+] (potassium carbonate). The solvent is O (Water). Conditions: time 8 hour. Product: C(C)(C)(C)OC(=O)N[C@@H]1[C@@H](CCC1)O (cis-2-(tert-butoxycarbonyl)aminocyclopentan-1-ol). The yield is 91.3%. As a reaction SMILES: [C:1]([O:5][C:6]([NH:8][C@H:9]1[CH2:13][CH2:12][CH2:11][C@H:10]1[O:14]C(=O)C1C=CC([N+]([O-])=O)=CC=1)=[O:7])([CH3:4])([CH3:3])[CH3:2].CO.O.C(=O)([O-])[O-].[K+].[K+]>O>[C:1]([O:5][C:6]([NH:8][C@H:9]1[CH2:13][CH2:12][CH2:11][C@H:10]1[OH:14])=[O:7])([CH3:4])([CH3:2])[CH3:3] |f:1.2,3.4.5|. Reported procedure: To a solution of cis-2-(tert-butoxycarbonyl)amino-1-(4-nitrobenzoyloxy)cyclopentane (3.70 g) in a mixture methanol/water 1:1 (20 mL) at room temperature, potassium carbonate (2.37 g) was added and stirred overnight. Water was added and the mixture extracted with diethyl ether. The combined organic layers were separated, dried over Na2SO4 and evaporated to dryness to give cis-2-(tert-butoxycarbonyl)aminocyclopentan-1-ol (1.94 g, 91%). 1H-NMR (300 MHz, DMSO-d6, ppm from TMS): δ 6.09 (1H, d), 4.54 ... The reactants are CCOP(=O)(Cn1cc(C)c(=O)c2c([N+](=O)[O-])cccc21)OCC, CO, Cl, [H][H]. Product: CCOP(=O)(Cn1cc(C)c(=O)c2c(N)cccc21)OCC, Cl. Reaction SMILES: [CH2:1]([CH3:2])[O:3][P:4]([O:5][CH2:6][CH3:7])(=[O:8])[CH2:9][n:10]1[cH:11][c:12]([CH3:24])[c:13](=[O:23])[c:14]2[c:15]([N+:20]([O-:21])=[O:22])[cH:16][cH:17][cH:18][c:19]12.[CH3:28][OH:29].[ClH:25].[H:26][H:27]>>[CH2:1]([CH3:2])[O:3][P:4]([O:5][CH2:6][CH3:7])(=[O:8])[CH2:9][n:10]1[cH:11][c:12]([CH3:24])[c:13](=[O:23])[c:14]2[c:15]([NH2:20])[cH:16][cH:17][cH:18][c:19]12.[ClH:25]. Reactants: BrC=1C=C(S(C1)(=O)=O)CO (4-Bromo-2-thiophenemethanol 1,1-dioxide), COC1=CC=C(C=C1)CS (p-methoxy-α-toluenethiol), [H-].[Na+] (sodium hydride). The solvent is O1CCCC1 (tetrahydrofuran), O (water), O1CCCC1 (tetrahydrofuran), O1CCCC1 (tetrahydrofuran). Reaction conditions: time 8 hour. Yields the product COC1=CC=C(C=C1)CSC1CC(S(C1)(=O)=O)CO (Tetrahydro4-[[(4-methoxyphenyl)methyl]thio]-2-thiophenemethanol-1,1-dioxide). RXN SMILES: [H-].[Na+].[CH3:3][O:4][C:5]1[CH:10]=[CH:9][C:8]([CH2:11][SH:12])=[CH:7][CH:6]=1.Br[C:14]1[CH:15]=[C:16]([CH2:21][OH:22])[S:17](=[O:20])(=[O:19])[CH:18]=1>O1CCCC1.O>[CH3:3][O:4][C:5]1[CH:10]=[CH:9][C:8]([CH2:11][S:12][CH:14]2[CH2:18][S:17](=[O:20])(=[O:19])[CH:16]([CH2:21][OH:22])[CH2:15]2)=[CH:7][CH:6]=1 |f:0.1|. Procedure: To a 0° C. slurry, under argon, of 0.502 g of sodium hydride (60% oil dispersion) in 9 ml of dry tetrahydrofuran is added, dropwise over 5 minutes, 1.69 mi of p-methoxy-α-toluenethiol in 9 ml of dry tetrahydrofuran. The reaction is warmed to room temperature for 30 minutes, recooled to 0° C. and a solution of 2.31 g of product from Example 176 in 10 ml of dry tetrahydrofuran is added. The reaction mixture is allowed to warm to room temperature and stirred overnight. The mixture is diluted with 1...